Task: describe an organic reaction: reactants, conditions, products, and yield. Dataset: the Open Reaction Database (ORD), a public repository of structured organic reaction records Starting materials: CCCC[Sn](CCCC)(CCCC)c1ccco1, Cc1ccccc1, Cc1cc2c(c(Cl)n1)C(=O)OCC2, [F-], [K+], O, c1ccc(P(c2ccccc2)(c2ccccc2)[Pd](P(c2ccccc2)(c2ccccc2)c2ccccc2)(P(c2ccccc2)(c2ccccc2)c2ccccc2)P(c2ccccc2)(c2ccccc2)c2ccccc2)cc1. Product: Cc1cc2c(c(-c3ccco3)n1)C(=O)OCC2. Reaction SMILES: [CH2:14]([Sn:15]([CH2:16][CH2:17][CH2:18][CH3:24])([c:19]1[o:20][cH:21][cH:22][cH:23]1)[CH2:25][CH2:26][CH2:27][CH3:28])[CH2:29][CH2:30][CH3:31].[CH3:35][c:36]1[cH:37][cH:38][cH:39][cH:40][cH:41]1.[Cl:1][c:2]1[n:3][c:4]([CH3:13])[cH:5][c:6]2[c:7]1[C:8](=[O:12])[O:9][CH2:10][CH2:11]2.[F-:32].[K+:33].[OH2:34].[cH:42]1[cH:43][cH:44][c:45]([P:46]([Pd:47]([P:48]([c:49]2[cH:50][cH:51][cH:52][cH:53][cH:54]2)([c:55]2[cH:56][cH:57][cH:58][cH:59][cH:60]2)[c:61]2[cH:62][cH:63][cH:64][cH:65][cH:66]2)([P:67]([c:68]2[cH:69][cH:70][cH:71][cH:72][cH:73]2)([c:74]2[cH:75][cH:76][cH:77][cH:78][cH:79]2)[c:80]2[cH:81][cH:82][cH:83][cH:84][cH:85]2)[P:86]([c:87]2[cH:88][cH:89][cH:90][cH:91][cH:92]2)([c:93]2[cH:94][cH:95][cH:96][cH:97][cH:98]2)[c:99]2[cH:100][cH:101][cH:102][cH:103][cH:104]2)([c:105]2[cH:106][cH:107][cH:108][cH:109][cH:110]2)[c:111]2[cH:112][cH:113][cH:114][cH:115][cH:116]2)[cH:117][cH:118]1>>[c:2]1(-[c:19]2[o:20][cH:21][cH:22][cH:23]2)[n:3][c:4]([CH3:13])[cH:5][c:6]2[c:7]1[C:8](=[O:12])[O:9][CH2:10][CH2:11]2. Starting materials: C(=O)(OC)COC1=CC=C(C=C1)CC(C)NCC(C=1N=C(SC1)C(F)(F)F)O (N-[2-(4-carbomethoxymethoxyphenyl)-1-methylethyl]-2-hydroxy-2-(2-trifluoromethylthiazol-4-yl)ethanamine), C(C=O)(=O)OC (methyl glyoxylate), C1(=CC=CC=C1)C (toluene), C(C)(=O)OCC (ethyl acetate). Solvent: O (water). Yields the product C(=O)(OC)COC1=CC=C(C=C1)CC(C)N1C(OC(C1)C=1N=C(SC1)C(F)(F)F)C(=O)OC (Methyl 3-[2-(4-Carbomethoxymethoxyphenyl)-1-methylethyl]-5-(2-trifluoromethyl-thiazol-4-yl)-2-oxazolidinecarboxylate). As a reaction SMILES: [C:1]([CH2:5][O:6][C:7]1[CH:12]=[CH:11][C:10]([CH2:13][CH:14]([NH:16][CH2:17][CH:18]([OH:28])[C:19]2[N:20]=[C:21]([C:24]([F:27])([F:26])[F:25])[S:22][CH:23]=2)[CH3:15])=[CH:9][CH:8]=1)([O:3][CH3:4])=[O:2].[C:29]([O:33][CH3:34])(=[O:32])[CH:30]=O.C1(C)C=CC=CC=1.C(OCC)(=O)C>O>[C:1]([CH2:5][O:6][C:7]1[CH:12]=[CH:11][C:10]([CH2:13][CH:14]([N:16]2[CH2:17][CH:18]([C:19]3[N:20]=[C:21]([C:24]([F:26])([F:27])[F:25])[S:22][CH:23]=3)[O:28][CH:30]2[C:29]([O:33][CH3:34])=[O:32])[CH3:15])=[CH:9][CH:8]=1)([O:3][CH3:4])=[O:2]. Procedure: 0.52 g (0.0012 mol) of N-[2-(4-carbomethoxymethoxyphenyl)-1-methylethyl]-2-hydroxy-2-(2-trifluoromethylthiazol-4-yl)ethanamine and 0.211 g (0.0024 mol) of methyl glyoxylate and 25 ml toluene are heated at 120° C. for 10 minutes and then boiled under a water trap for 1 hour. The solution is cooled, 50 ml of ethyl acetate are added, and the mixture is shaken with 30 ml of water. The organic phase is separated off, dried over sodium sulphate and concentrated. The residue is purified on a laboratory... Product: COC(=O)c1cccc(OCc2sc3ccccc3c2Cl)c1C(=O)OC. Reaction SMILES: [CH2:61]1[O:62][CH2:63][CH2:64][CH2:65]1.[CH3:1][O:2][C:3]([c:4]1[c:5]([C:6](=[O:7])[O:8][CH3:9])[c:10]([OH:14])[cH:11][cH:12][cH:13]1)=[O:15].[Cl:16][c:17]1[c:18]2[c:19]([s:20][c:21]1[CH2:22][OH:23])[cH:24][cH:25][cH:26][cH:27]2.[O:47]=[C:48]([O:49][CH:50]([CH3:51])[CH3:52])[N:53]=[N:54][C:55]([O:56][CH:57]([CH3:58])[CH3:59])=[O:60].[c:28]1([P:29]([c:30]2[cH:31][cH:32][cH:33][cH:34][cH:35]2)[c:36]2[cH:37][cH:38][cH:39][cH:40][cH:41]2)[cH:42][cH:43][cH:44][cH:45][cH:46]1>>[CH3:1][O:2][C:3]([c:4]1[c:5]([C:6](=[O:7])[O:8][CH3:9])[c:10]([O:14][CH2:22][c:21]2[c:17]([Cl:16])[c:18]3[c:19]([s:20]2)[cH:24][cH:25][cH:26][cH:27]3)[cH:11][cH:12][cH:13]1)=[O:15]. The reactants are C1CCOC1, COC(=O)c1cccc(O)c1C(=O)OC, OCc1sc2ccccc2c1Cl, CC(C)OC(=O)N=NC(=O)OC(C)C, c1ccc(P(c2ccccc2)c2ccccc2)cc1. Procedure: To a solution in a mixture of benzene (100 mL)/acetone (100 mL) of the crude 5-(2-hydroxybutylidene)-2,2-dimethyl-1,3-dioxane-4,6-dione which was previously prepared from Meldrum's acid (57.7 g, 0.40 mol) and propionyl chloride(37.0 g, 0.40 mol) according to the methods described in Synthesis, p. 1213 (1992) and Org. Synth., vol. 63, p. 198 (1985), anthranilic acid (45.8 g, 0.33 mol) was added and the mixture was heated under reflux for 3 hours. The solution was cooled to room temperature and co... The yield is 33.0%. The reactants are C(C=1C(N)=CC=CC1)(=O)O (anthranilic acid), CC1(OC(=O)CC(=O)O1)C (Meldrum's acid), C(CC)(=O)Cl (propionyl chloride), C(C)(=O)OC(C)=O (acetic anhydride), OC(C=C1C(OC(OC1=O)(C)C)=O)CC (5-(2-hydroxybutylidene)-2,2-dimethyl-1,3-dioxane-4,6-dione). The solvent is O1CCCC1 (tetrahydrofuran), C1=CC=CC=C1 (benzene), CC(=O)C (acetone). Product: O=C(CC1=NC2=C(C(O1)=O)C=CC=C2)CC (2-(2-Oxobutyl)-4H-3,1-benzoxazin-4-one). As a reaction SMILES: [OH:1][CH:2]([CH2:14][CH3:15])[CH:3]=[C:4]1C(=O)OC(C)(C)OC1=O.CC1(C)OC(=O)CC(=O)O1.C(Cl)(=O)CC.[C:31]([OH:40])(=[O:39])[C:32]1[C:33](=[CH:35][CH:36]=[CH:37][CH:38]=1)[NH2:34].C(OC(=O)C)(=O)C>C1C=CC=CC=1.O1CCCC1.CC(C)=O>[O:1]=[C:2]([CH2:14][CH3:15])[CH2:3][C:4]1[O:39][C:31](=[O:40])[C:32]2[CH:38]=[CH:37][CH:36]=[CH:35][C:33]=2[N:34]=1. The reactants are C(C1=CC=CC=C1)OC(=O)N[C@@H](CC1=CC=CC=C1)[C@H]([C@@H]([C@H](CC1=CC=CC=C1)NC(=O)OCC1=CC=CC=C1)O)O ((2S,3R,4R,5S)-2,5-Di-(N-((Benzyloxy)carbonyl)amino)-3,4-dihydroxy-1,6-diphenylhexane), 18h, [H][H] (hydrogen). The reagents and catalysts are [Pd] (palladium on carbon). Solvent: C1CCOC1 (THF), C(C)O (ethyl alcohol). Product: N[C@@H](CC1=CC=CC=C1)[C@H]([C@@H]([C@H](CC1=CC=CC=C1)N)O)O ((2S,3R,4R,5S)-2,5-diamino-3,4-dihydroxy-1,6-diphenylhexane). As a reaction SMILES: C(OC([NH:11][C@H:12]([C@@H:20]([OH:42])[C@H:21]([OH:41])[C@@H:22]([NH:30]C(OCC1C=CC=CC=1)=O)[CH2:23][C:24]1[CH:29]=[CH:28][CH:27]=[CH:26][CH:25]=1)[CH2:13][C:14]1[CH:19]=[CH:18][CH:17]=[CH:16][CH:15]=1)=O)C1C=CC=CC=1.[H][H]>C1COCC1.C(O)C.[Pd]>[NH2:11][C@H:12]([C@@H:20]([OH:42])[C@H:21]([OH:41])[C@@H:22]([NH2:30])[CH2:23][C:24]1[CH:29]=[CH:28][CH:27]=[CH:26][CH:25]=1)[CH2:13][C:14]1[CH:19]=[CH:18][CH:17]=[CH:16][CH:15]=1. Reported procedure: A solution of 10.432 g (18.36 mmol) of compound 6 in 500 ml THF and 500 ml ethyl alcohol was stirred with 1.043 g of 10% palladium on carbon at room temperature. for 18h over 1 atmosphere hydrogen pressure. The mixture was filtered through celite pad and the filtrate was concentrated to provide 6.06 g yield) of compound 7. The oil was triturated with diethyl ether and the white solid was filtered and washed to provide pure 7 (M. P. 92-94). Reactants: C(=S)(Cl)Cl (thiophosgene), C(=O)([O-])[O-].[Ca+2] (CaCO3), O (water), NC1=CC(=C(C(=N1)C)C#N)C (6-amino-3-cyano-2,4-dimethylpyridine). The solvent is C(Cl)Cl (CH2Cl2), C(Cl)Cl (CH2Cl2). Conditions: temperature 0 celsius, time 8 hour. Product: CC1=NC(=CC(=C1C#N)C)N=C=S (2,4-dimethyl-3-cyano-6-pyridyl isothiocyanate). Yield: 93.3%. Reaction SMILES: [NH2:1][C:2]1[N:7]=[C:6]([CH3:8])[C:5]([C:9]#[N:10])=[C:4]([CH3:11])[CH:3]=1.C([O-])([O-])=O.[Ca+2].O.[C:18](Cl)(Cl)=[S:19]>C(Cl)Cl>[CH3:8][C:6]1[C:5]([C:9]#[N:10])=[C:4]([CH3:11])[CH:3]=[C:2]([N:1]=[C:18]=[S:19])[N:7]=1 |f:1.2|. Procedure: A suspension of 6-amino-3-cyano-2,4-dimethylpyridine (0.1 g, 0.68 mmol) in CH2Cl2 (1 mL) was added to a vigorously stirred mixture of CaCO3 (0.41 g, 4.11 mmol) in a 1:2 water:CH2Cl2 mixture (9 mL total) at room temp. The reaction mixture was cooled to 0° C. and thiophosgene (0.09 g, 0.78 mmol) was added dropwise. The resulting mixture was allowed to warm to room temp and was stirred overnight. The resulting aqueous layer was back-extracted with CH2Cl2 (3×10 mL). The combined organic layers were ... The reactants are C(C)(C)(C)C=1C=C(C=C(C1O)C(C)(C)C)C1=C(C(OC2=C1C=C1C(=C2)CCC1)=O)C(=O)OCC (ethyl 4-(3,5-di-tert-butyl-4-hydroxy -phenyl)-2-oxo-2,6,7,8-tetrahydrocyclopenta [g] [1]benzopyran-3-carboxylate), [OH-].[K+] (potassium hydroxide), C(C)O (ethanol), Cl (HCl). Run in O (water). Reaction conditions: time 3 hour. Yields the product O=C1OC2=C(C=C1C(=O)O)C=C1C(=C2)CCC1 (2-oxo-2,6,7,8-tetrahydrocyclopenta[g] [1]benzopyran-3-carboxylic acid). As a reaction SMILES: C(C1C=C([C:16]2[C:21]3[CH:22]=[C:23]4[CH2:28][CH2:27][CH2:26][C:24]4=[CH:25][C:20]=3[O:19][C:18](=[O:29])[C:17]=2[C:30]([O:32]CC)=[O:31])C=C(C(C)(C)C)C=1O)(C)(C)C.[OH-].[K+].C(O)C.Cl>O>[O:29]=[C:18]1[C:17]([C:30]([OH:32])=[O:31])=[CH:16][C:21]2[CH:22]=[C:23]3[CH2:28][CH2:27][CH2:26][C:24]3=[CH:25][C:20]=2[O:19]1 |f:1.2|. Procedure details: A mixture of ethyl 4-(3,5-di-tert-butyl-4-hydroxy -phenyl)-2-oxo-2,6,7,8-tetrahydrocyclopenta [g] [1]benzopyran-3-carboxylate (1.85 g), potassium hydroxide (1.12 g) and 80% ethanol (12 ml) was stirred at room temperature for 3 hours. The reaction mixture was then diluted with water, adjusted to pH4 with 6N HCl and extracted with ethyl acetate. The extract was washed with water and dried (MgSO4) and the solvent was distilled off to give crystals of 4-3,5-di-tert-butyl-4-hydroxyphenyl)-2-oxo-2,6,7... The reactants are COC=1C=C(N=NC1)CN1C=NC=C1 (5-methoxy-3-(imidazol-1-yl-methyl)-pyridazine), [OH-].[Na+] (NaOH). Run in O1CCOCC1 (dioxane). Yields the product N1(C=NC=C1)CC1=CC(C=NN1)=O (6-(imidazol-1-yl-methyl)-1H-pyridazin-4-one). Reaction SMILES: C[O:2][C:3]1[CH:4]=[C:5]([CH2:9][N:10]2[CH:14]=[CH:13][N:12]=[CH:11]2)[N:6]=[N:7][CH:8]=1.[OH-].[Na+]>O1CCOCC1>[N:10]1([CH2:9][C:5]2[NH:6][N:7]=[CH:8][C:3](=[O:2])[CH:4]=2)[CH:14]=[CH:13][N:12]=[CH:11]1 |f:1.2|. Procedure details: The 5-methoxy-3-(imidazol-1-yl-methyl)-pyridazine (IX) is dissolved in dioxane and NaOH is added. The mixture is refluxed for about 7 hours, cooled to room temperature and quenched with HCl. The pH is adjusted to 8 with saturated solution of NaHCO3. The solvent is removed in vacuo and the residue is taken in MeOH. After filtration, the solvent is removed in vacuo and diluted with MeOH to provide the corresponding 6-(imidazol-1-yl-methyl)-1H-pyridazin-4-one (X). Reactants: COC=C1CCC(CC1)C(=O)OC (methyl 4-methoxymethylidene-cyclohexane-carboxylate), CCCCCC (hexane). The solvent is C1CCOC1 (THF), Cl (hydrochloric acid). Reaction conditions: time 3 hour. Yields the product C(=O)C1CCC(CC1)C(=O)OC (methyl 4-formylcyclohexane-carboxylate). Yield: 97.1%. RXN SMILES: C[O:2][CH:3]=[C:4]1[CH2:9][CH2:8][CH:7]([C:10]([O:12][CH3:13])=[O:11])[CH2:6][CH2:5]1.CCCCCC>C1COCC1.Cl>[CH:3]([CH:4]1[CH2:5][CH2:6][CH:7]([C:10]([O:12][CH3:13])=[O:11])[CH2:8][CH2:9]1)=[O:2]. Procedure: 103 g of methyl 4-methoxymethylidene-cyclohexane-carboxylate was dissolved in 350 mL of THF, to which 100 mL of 10% hydrochloric acid was added dropwise at 11 to 13° C. for 10 minutes. The solution was further stirred at room temperature for 3 hours, and then 80 mL of hexane was added. The water phase was extracted with ethyl acetate, and then the organic phases were combined and washed with water and saturated saline in this order. The resultant product was dried over anhydrous magnesium sulfat... Reactants: BrC1=C(C=CC=C1)C(CCCC1=CC=CC=C1)O (1-(2-bromo-phenyl)-4-phenyl-butan-1-ol), C(C)OC(=O)C1(CC1)C1=CC=C(C=C1)C1=CC=C(C=C1)B1OC(C(O1)(C)C)(C)C (1-[4′-(4,4,5,5-tetramethyl-[1,3,2]dioxaborolan-2-yl)-biphenyl-4-yl]-cyclopropanecarboxylic acid ethyl ester). The product is C(C)OC(=O)C1(CC1)C1=CC=C(C=C1)C1=CC=C(C=C1)C1=C(C=CC=C1)C(CCCC1=CC=CC=C1)O (1-[2-(1-Hydroxy-4-phenyl-butyl)-[1,1′;4′,1″]terphenyl-4″-yl]-cyclopropanecarboxylic acid ethyl ester). Reaction SMILES: Br[C:2]1[CH:7]=[CH:6][CH:5]=[CH:4][C:3]=1[CH:8]([OH:18])[CH2:9][CH2:10][CH2:11][C:12]1[CH:17]=[CH:16][CH:15]=[CH:14][CH:13]=1.[CH2:19]([O:21][C:22]([C:24]1([C:27]2[CH:32]=[CH:31][C:30]([C:33]3[CH:38]=[CH:37][C:36](B4OC(C)(C)C(C)(C)O4)=[CH:35][CH:34]=3)=[CH:29][CH:28]=2)[CH2:26][CH2:25]1)=[O:23])[CH3:20]>>[CH2:19]([O:21][C:22]([C:24]1([C:27]2[CH:28]=[CH:29][C:30]([C:33]3[CH:34]=[CH:35][C:36]([C:2]4[CH:7]=[CH:6][CH:5]=[CH:4][C:3]=4[CH:8]([OH:18])[CH2:9][CH2:10][CH2:11][C:12]4[CH:17]=[CH:16][CH:15]=[CH:14][CH:13]=4)=[CH:37][CH:38]=3)=[CH:31][CH:32]=2)[CH2:26][CH2:25]1)=[O:23])[CH3:20]. Reported procedure: Prepared according to the procedure described in Example 5, Step 2, using the following starting materials: 1-(2-bromo-phenyl)-4-phenyl-butan-1-ol and 1-[4′-(4,4,5,5-tetramethyl-[1,3,2]dioxaborolan-2-yl)-biphenyl-4-yl]-cyclopropanecarboxylic acid ethyl ester.